Task: describe an organic reaction: reactants, conditions, products, and yield. Dataset: the Open Reaction Database (ORD), a public repository of structured organic reaction records Starting materials: N=1C=CN2C1C=CC=C2SCCCCN2C(SCC2=O)=O (3-[4-(imidazo[1,2-a]pyridin-5-ylthio)butyl]thiazolidine-2,4-dione), C(C)C(C(=O)O)O (ethylglycolic acid), N1CCCCC1 (piperidine). Run in C(C)O (ethanol). Product: C(=O)(OCC)C=C1C(N(C(S1)=O)CCCCSC1=CC=CC=2N1C=CN2)=O (5-carboethoxymethylene-3-[4-(imidazo[1,2-a]pyridin-5-ylthio)butyl]thiazolidine-2,4-dione). Reaction SMILES: [N:1]1[CH:2]=[CH:3][N:4]2[C:9]([S:10][CH2:11][CH2:12][CH2:13][CH2:14][N:15]3[C:19](=[O:20])[CH2:18][S:17][C:16]3=[O:21])=[CH:8][CH:7]=[CH:6][C:5]=12.C([CH:24](O)[C:25]([OH:27])=[O:26])C.N1CCC[CH2:31][CH2:30]1>C(O)C>[C:25]([CH:24]=[C:18]1[S:17][C:16](=[O:21])[N:15]([CH2:14][CH2:13][CH2:12][CH2:11][S:10][C:9]2[N:4]3[CH:3]=[CH:2][N:1]=[C:5]3[CH:6]=[CH:7][CH:8]=2)[C:19]1=[O:20])([O:27][CH2:30][CH3:31])=[O:26]. Procedure details: To a solution of 3.21 g (10 mmol) of 3-[4-(imidazo[1,2-a]pyridin-5-ylthio)butyl]thiazolidine-2,4-dione and 1.12 g (11 mmol) of ethylglycolic acid in 50 ml of ethanol, 0.01 ml (1.0 mmol) of piperidine was added, followed by refluxing for 16 hours. After the reaction mixture was cooled, the solvent was distilled off. The residue was dissolved in chloroform, washed with saturated aqueous sodium hydrogen carbonate and dried, after which the solvent was distilled off. The residue was purified by colu... The reactants are C(CC)(=N)N (propioamidine), C(C)(=O)C(C(=O)OCC)CCC(=O)OCC (diethyl 2-acetylglutarate). The product is C(C)C1=NC(=C(C(=N1)O)CCC(=O)OCC)C (2-ethyl-5-(2'-ethoxycarbonylethyl)-4-hydroxy-6-methyl-pyrimidine). The yield is 12819.8%. RXN SMILES: [C:1]([NH2:5])(=[NH:4])[CH2:2][CH3:3].[C:6]([CH:9]([CH2:15][CH2:16][C:17]([O:19][CH2:20][CH3:21])=[O:18])[C:10](OCC)=[O:11])(=O)[CH3:7]>>[CH2:2]([C:1]1[N:5]=[C:10]([OH:11])[C:9]([CH2:15][CH2:16][C:17]([O:19][CH2:20][CH3:21])=[O:18])=[C:6]([CH3:7])[N:4]=1)[CH3:3]. Reported procedure: The title compound (1.99 g) was prepared from 5.00 g of propioamidine and 15.0 mg of diethyl 2-acetylglutarate using the procedure in Example 1, 18% yield. Starting materials: Cl (HCl), [OH-].[Na+] (sodium hydroxide), [N+](=O)([O-])C1=CC(=CC=C1)[N+](=O)[O-] (1,3-dinitrobenzene), C(C)(C)(C)C1=C(C(=CC=C1)C(C)(C)C)O (2,6-di-t-butylphenol). Run in CS(=O)C (dimethylsulfoxide). Reaction conditions: temperature 80 celsius. The product is C(C)(C)(C)C1=C(C(=CC(=C1)C1=C(C=C(C=C1)[N+](=O)[O-])[N+](=O)[O-])C(C)(C)C)O (2,6-di-t-butyl-4-(2',4'-dinitrophenyl)phenol). Isolated yield 40.5%. RXN SMILES: [OH-].[Na+].[N+:3]([C:6]1[CH:11]=[CH:10][CH:9]=[C:8]([N+:12]([O-:14])=[O:13])[CH:7]=1)([O-:5])=[O:4].[C:15]([C:19]1[CH:24]=[CH:23][CH:22]=[C:21]([C:25]([CH3:28])([CH3:27])[CH3:26])[C:20]=1[OH:29])([CH3:18])([CH3:17])[CH3:16].Cl>CS(C)=O>[C:25]([C:21]1[CH:22]=[C:23]([C:9]2[CH:10]=[CH:11][C:6]([N+:3]([O-:5])=[O:4])=[CH:7][C:8]=2[N+:12]([O-:14])=[O:13])[CH:24]=[C:19]([C:15]([CH3:18])([CH3:17])[CH3:16])[C:20]=1[OH:29])([CH3:28])([CH3:27])[CH3:26] |f:0.1|. Reported procedure: A mixture of 30 mg (0.75 mmol) of powdered sodium hydroxide, 100 mg (0.59 mmol) of 1,3-dinitrobenzene, 155 mg (0.75 mmol) of 2,6-di-t-butylphenol, and 1.0 mL of dimethylsulfoxide was heated at 80° C. for one hour and poured into 10 mL of 1N HCl, and the resulting aqueous mixture was extracted with three 10 mL portions of diethyl ether. The ether layers were combined, dried over magnesium sulfate, and concentrated. Purification of the residue by preparative thin layer chromatography (PTLC) and cr... The reactants are O=C([O-])[O-], CCc1cccc(C)c1N, CN(C)C=O, ClCc1cscn1, [K+], [K+]. Yields the product CCc1cccc(C)c1NCc1cscn1. As a reaction SMILES: [C:18](=[O:19])([O-:20])[O-:21].[CH2:8]([CH3:9])[c:10]1[c:11]([NH2:12])[c:13]([CH3:17])[cH:14][cH:15][cH:16]1.[CH3:24][N:25]([CH3:26])[CH:27]=[O:28].[Cl:1][CH2:2][c:3]1[n:4][cH:5][s:6][cH:7]1.[K+:22].[K+:23]>>[CH2:2]([c:3]1[n:4][cH:5][s:6][cH:7]1)[NH:12][c:11]1[c:10]([CH2:8][CH3:9])[cH:16][cH:15][cH:14][c:13]1[CH3:17]. Starting materials: Br, CC(C)NC1CCc2c(ccc(O)c2O)C1=O, [H][H], O. The product is Br, CC(C)NC1CCc2c(ccc(O)c2O)C1O. RXN SMILES: [BrH:3].[CH:4]([CH3:5])([CH3:6])[NH:7][CH:8]1[C:9](=[O:20])[c:10]2[cH:11][cH:12][c:13]([OH:19])[c:14]([OH:18])[c:15]2[CH2:16][CH2:17]1.[H:1][H:2].[OH2:21]>>[BrH:3].[CH:4]([CH3:5])([CH3:6])[NH:7][CH:8]1[CH:9]([OH:20])[c:10]2[cH:11][cH:12][c:13]([OH:19])[c:14]([OH:18])[c:15]2[CH2:16][CH2:17]1. The reactants are C1(=CC=C(C=C1)C=1N(C(=NN1)CO)C1=C(C=CC=C1)F)C1=CC=CC=C1 ([5-Biphenyl-4-yl-4-(2-fluorophenyl)-4H-1,2,4-triazol-3-yl]methanol), S(=O)(Cl)Cl (thionyl chloride), C(Cl)(Cl)Cl (chloroform). The solvent is C1(=CC=CC=C1)C (toluene). Reaction conditions: temperature 60 celsius, time 5 hour. Yields the product C1(=CC=C(C=C1)C1=NN=C(N1C1=C(C=CC=C1)F)CCl)C1=CC=CC=C1 (3-Biphenyl-4-yl-5-chloromethyl-4-(2-fluorophenyl)-4H-1,2,4-triazole). The yield is 81.0%. Reaction SMILES: [C:1]1([C:21]2[CH:26]=[CH:25][CH:24]=[CH:23][CH:22]=2)[CH:6]=[CH:5][C:4]([C:7]2[N:8]([C:14]3[CH:19]=[CH:18][CH:17]=[CH:16][C:15]=3[F:20])[C:9]([CH2:12]O)=[N:10][N:11]=2)=[CH:3][CH:2]=1.S(Cl)([Cl:29])=O.C(Cl)(Cl)Cl>C1(C)C=CC=CC=1>[C:1]1([C:21]2[CH:26]=[CH:25][CH:24]=[CH:23][CH:22]=2)[CH:6]=[CH:5][C:4]([C:7]2[N:8]([C:14]3[CH:19]=[CH:18][CH:17]=[CH:16][C:15]=3[F:20])[C:9]([CH2:12][Cl:29])=[N:10][N:11]=2)=[CH:3][CH:2]=1. Procedure: [5-Biphenyl-4-yl-4-(2-fluorophenyl)-4H-1,2,4-triazol-3-yl]methanol (1.81 g) was suspended in toluene (25 ml), followed by addition of thionyl chloride (1.5 ml) and chloroform (25 ml), and stirred at 60° C. for 5 hours. After the reaction solution was concentrated under reduced pressure, ethyl acetate was added to the reaction solution, which was washed with saturated aqueous sodium hydrogen carbonate solution. After the organic layer was dried over anhydrous magnesium sulfate, the solvent was ev...